This data is from the Open Reaction Database (ORD), a public repository of structured organic reaction records. The task is: describe an organic reaction: reactants, conditions, products, and yield Starting materials: NC1=C(C=NN1C1=CC=C(C=C1)F)C(=O)NCC(C(F)(F)F)(CNC)O (5-amino-1-(4-fluorophenyl)-N-{3,3,3-trifluoro-2-hydroxy-2-[(methylamino)methyl]propyl}-1H-pyrazole-4-carboxamide), ClC1=C(C(=O)O)C(=CC=C1)F (2-chloro-6-fluorobenzoic acid). Product: NC1=C(C=NN1C1=CC=C(C=C1)F)C(=O)NCC(C(F)(F)F)(O)CN(C)C(=O)C1=C(C=CC=C1F)Cl (5-Amino-N-(2-{[[(2-chloro-6-fluorophenyl)carbonyl](methyl)amino]methyl}-3,3,3-trifluoro-2-hydroxypropyl)-1-(4-fluorophenyl)-1H-pyrazole-4-carboxamide). Reaction SMILES: [NH2:1][C:2]1[N:6]([C:7]2[CH:12]=[CH:11][C:10]([F:13])=[CH:9][CH:8]=2)[N:5]=[CH:4][C:3]=1[C:14]([NH:16][CH2:17][C:18]([OH:26])([CH2:23][NH:24][CH3:25])[C:19]([F:22])([F:21])[F:20])=[O:15].[Cl:27][C:28]1[CH:36]=[CH:35][CH:34]=[C:33]([F:37])[C:29]=1[C:30](O)=[O:31]>>[NH2:1][C:2]1[N:6]([C:7]2[CH:8]=[CH:9][C:10]([F:13])=[CH:11][CH:12]=2)[N:5]=[CH:4][C:3]=1[C:14]([NH:16][CH2:17][C:18]([CH2:23][N:24]([C:30]([C:29]1[C:33]([F:37])=[CH:34][CH:35]=[CH:36][C:28]=1[Cl:27])=[O:31])[CH3:25])([OH:26])[C:19]([F:22])([F:21])[F:20])=[O:15]. Procedure details: Similarly prepared to Example 6 from 5-amino-1-(4-fluorophenyl)-N-{3,3,3-trifluoro-2-hydroxy-2-[(methylamino)methyl]propyl}-1H-pyrazole-4-carboxamide and 2-chloro-6-fluorobenzoic acid. Reactants: C1COCCO1, ClCCl, Cl, CC(C)(C)OC(=O)N1CCCC2(C1)C(=O)N(CC(F)(F)F)CC2c1ccccc1. The product is Cl, O=C1N(CC(F)(F)F)CC(c2ccccc2)C12CCCNC2. As a reaction SMILES: [CH2:31]1[O:32][CH2:33][CH2:34][O:35][CH2:36]1.[Cl:37][CH2:38][Cl:39].[ClH:30].[O:1]=[C:2]1[N:3]([CH2:25][C:26]([F:27])([F:28])[F:29])[CH2:4][CH:5]([c:19]2[cH:20][cH:21][cH:22][cH:23][cH:24]2)[C:6]12[CH2:7][N:8]([C:12]([O:13][C:14]([CH3:15])([CH3:16])[CH3:17])=[O:18])[CH2:9][CH2:10][CH2:11]2>>[ClH:30].[O:1]=[C:2]1[N:3]([CH2:25][C:26]([F:27])([F:28])[F:29])[CH2:4][CH:5]([c:19]2[cH:20][cH:21][cH:22][cH:23][cH:24]2)[C:6]12[CH2:7][NH:8][CH2:9][CH2:10][CH2:11]2. Reactants: O=[N+]([O-])c1ccc(S(=O)(=O)Cl)cc1, Nc1ccc(Cl)cc1C(=O)c1ccccc1F, c1ccncc1. The product is O=C(c1ccccc1F)c1cc(Cl)ccc1NS(=O)(=O)c1ccc([N+](=O)[O-])cc1. As a reaction SMILES: [N+:18](=[O:19])([O-:20])[c:21]1[cH:22][cH:23][c:24]([S:27](=[O:28])(=[O:29])[Cl:30])[cH:25][cH:26]1.[NH2:1][c:2]1[c:3]([C:4](=[O:5])[c:6]2[c:7]([F:12])[cH:8][cH:9][cH:10][cH:11]2)[cH:13][c:14]([Cl:17])[cH:15][cH:16]1.[cH:31]1[cH:32][cH:33][n:34][cH:35][cH:36]1>>[NH:1]([c:2]1[c:3]([C:4](=[O:5])[c:6]2[c:7]([F:12])[cH:8][cH:9][cH:10][cH:11]2)[cH:13][c:14]([Cl:17])[cH:15][cH:16]1)[S:27]([c:24]1[cH:23][cH:22][c:21]([N+:18](=[O:19])[O-:20])[cH:26][cH:25]1)(=[O:28])=[O:29]. Reactants: N1C=C(C2=CC=CC=C12)C(=O)OC (methyl 1H-indole-3-carboxylate), BrC1=CN=CN1C (5-bromo-1-methyl-1H-imidazole), CN[C@H]1[C@@H](CCCC1)NC ((1R,2R)—N1,N2-dimethylcyclohexane-1,2-diamine), P(=O)([O-])([O-])[O-].[K+].[K+].[K+] (potassium phosphate). The reagents and catalysts are [Cu]I (copper(I) iodide). Solvent: C1(=CC=CC=C1)C (toluene). Run at temperature 110 celsius, time 8 hour. Yields the product CN1C=NC=C1N1C=C(C2=CC=CC=C12)C(=O)OC (methyl 1-(1-methyl-1H-imidazol-5-yl)-1H-indole-3-carboxylate). Reaction SMILES: [NH:1]1[C:9]2[C:4](=[CH:5][CH:6]=[CH:7][CH:8]=2)[C:3]([C:10]([O:12][CH3:13])=[O:11])=[CH:2]1.Br[C:15]1[N:19]([CH3:20])[CH:18]=[N:17][CH:16]=1.CN[C@@H]1CCCC[C@H]1NC.P([O-])([O-])([O-])=O.[K+].[K+].[K+]>C1(C)C=CC=CC=1.[Cu]I>[CH3:20][N:19]1[C:15]([N:1]2[C:9]3[C:4](=[CH:5][CH:6]=[CH:7][CH:8]=3)[C:3]([C:10]([O:12][CH3:13])=[O:11])=[CH:2]2)=[CH:16][N:17]=[CH:18]1 |f:3.4.5.6|. Procedure details: A solution of methyl 1H-indole-3-carboxylate (300 mg, 1.712 mmol) and 5-bromo-1-methyl-1H-imidazole (303 mg, 1.884 mmol) in toluene (3425 μl) was treated with (1R,2R)—N1,N2-dimethylcyclohexane-1,2-diamine (82 μl, 0.514 mmol), potassium phosphate (763 mg, 3.60 mmol) and copper(I) iodide (98 mg, 0.514 mmol) and the resulting reaction mixture stirred at 110° C. overnight. HPLC purification afforded the title compound as a yellow solid. Reactants: CC(C)Br, O=C([O-])[O-], CNC1(C(N)=O)CCNCC1, CC#N, [K+], [K+]. Product: CNC1(C(N)=O)CCN(C(C)C)CC1. As a reaction SMILES: [Br:18][CH:19]([CH3:20])[CH3:21].[C:12](=[O:13])([O-:14])[O-:15].[CH3:1][NH:2][C:3]1([C:9](=[O:10])[NH2:11])[CH2:4][CH2:5][NH:6][CH2:7][CH2:8]1.[CH3:22][C:23]#[N:24].[K+:16].[K+:17]>>[CH3:1][NH:2][C:3]1([C:9](=[O:10])[NH2:11])[CH2:4][CH2:5][N:6]([CH:19]([CH3:20])[CH3:21])[CH2:7][CH2:8]1. The reactants are BrC1=CC=C2C=3C(C4=C(C(C3NC2=C1)(C)C)C=CC(=C4)O)=O (3-bromo-9-hydroxy-6,6-dimethyl-5,6-dihydro-benzo[b]carbazol-11-one), C1(=CC=CC=C1)P(C1=CC=CC=C1)C1=CC=CC=C1 (triphenylphosphine), CC1(OC[C@@H](O1)CO)C (((S)-2,2-dimethyl-[1,3]dioxolan-4-yl)-methanol), C(C)(C)OC(=O)N=NC(=O)OC(C)C (diisopropyl azodicarboxylic acid). The solvent is C(C)(=O)OCC (ethyl acetate), C1CCOC1 (THF). Conditions: temperature 50 celsius, time 2 hour. The product is BrC1=CC=C2C=3C(C4=C(C(C3NC2=C1)(C)C)C=CC(=C4)OC[C@@H]4OC(OC4)(C)C)=O (3-Bromo-9-((S)-2,2-dimethyl-[1,3]dioxolan-4-ylmethoxy)-6,6-dimethyl-5,6-dihydro-benzo[b]carbazol-11-one). The yield is 51.0%. RXN SMILES: [Br:1][C:2]1[CH:14]=[C:13]2[C:5]([C:6]3[C:7](=[O:22])[C:8]4[CH:20]=[C:19]([OH:21])[CH:18]=[CH:17][C:9]=4[C:10]([CH3:16])([CH3:15])[C:11]=3[NH:12]2)=[CH:4][CH:3]=1.C1(P(C2C=CC=CC=2)C2C=CC=CC=2)C=CC=CC=1.[CH3:42][C:43]1([CH3:50])[O:47][C@@H:46]([CH2:48]O)[CH2:45][O:44]1.C(OC(N=NC(OC(C)C)=O)=O)(C)C>C(OCC)(=O)C.C1COCC1>[Br:1][C:2]1[CH:14]=[C:13]2[C:5]([C:6]3[C:7](=[O:22])[C:8]4[CH:20]=[C:19]([O:21][CH2:48][C@H:46]5[CH2:45][O:44][C:43]([CH3:50])([CH3:42])[O:47]5)[CH:18]=[CH:17][C:9]=4[C:10]([CH3:16])([CH3:15])[C:11]=3[NH:12]2)=[CH:4][CH:3]=1. Procedure: Under nitrogen atmosphere, 3-bromo-9-hydroxy-6,6-dimethyl-5,6-dihydro-benzo[b]carbazol-11-one (Compound JJ2, 356 mg, 1.00 mmol) and triphenylphosphine (317 mg, 1.2 eq.) were added with THF (3 ml), followed by dropwise addition of ((S)-2,2-dimethyl-[1,3]dioxolan-4-yl)-methanol (148 μl, 1.2 eq.) and diisopropyl azodicarboxylic acid (252 μl, 1.3 eq.). The mixture was then stirred at 50° C. for 2 hr. After cooling, the reaction solution was added with ethyl acetate, washed with brine and dried over ... Reactants: O=C1CCC(=O)N1Br, N#Cc1c(NCc2ccccc2Br)nc(N)nc1-c1ccco1, CN(C)C=O. Yields the product N#Cc1c(NCc2ccccc2Br)nc(N)nc1-c1ccc(Br)o1. As a reaction SMILES: [Br:24][N:25]1[C:26](=[O:27])[CH2:28][CH2:29][C:30]1=[O:31].[NH2:1][c:2]1[n:3][c:4](-[c:19]2[o:20][cH:21][cH:22][cH:23]2)[c:5]([C:17]#[N:18])[c:6]([NH:8][CH2:9][c:10]2[c:11]([Br:16])[cH:12][cH:13][cH:14][cH:15]2)[n:7]1.[O:32]=[CH:33][N:34]([CH3:35])[CH3:36]>>[NH2:1][c:2]1[n:3][c:4](-[c:19]2[o:20][c:21]([Br:24])[cH:22][cH:23]2)[c:5]([C:17]#[N:18])[c:6]([NH:8][CH2:9][c:10]2[c:11]([Br:16])[cH:12][cH:13][cH:14][cH:15]2)[n:7]1. Reactants: COc1ccc(S(=O)(=O)Cl)cc1, NCCCCCCCC(=O)O, [Na+], [OH-]. Yields the product COc1ccc(S(=O)(=O)NCCCCCCCC(=O)O)cc1. RXN SMILES: [CH3:12][O:13][c:14]1[cH:15][cH:16][c:17]([S:20](=[O:21])(=[O:22])[Cl:23])[cH:18][cH:19]1.[NH2:1][CH2:2][CH2:3][CH2:4][CH2:5][CH2:6][CH2:7][CH2:8][C:9](=[O:10])[OH:11].[Na+:25].[OH-:24]>>[NH:1]([CH2:2][CH2:3][CH2:4][CH2:5][CH2:6][CH2:7][CH2:8][C:9](=[O:10])[OH:11])[S:20]([c:17]1[cH:16][cH:15][c:14]([O:13][CH3:12])[cH:19][cH:18]1)(=[O:21])=[O:22]. Reactants: COC(=O)C1(CCCC1)CCC=C (1-but-3-enyl-cyclopentanecarboxylic acid methyl ester), I(=O)(=O)(=O)[O-].[Na+] (sodium periodate). The reagents and catalysts are [Os](=O)(=O)(=O)=O (osmium tetroxide). Solvent: O (H2O), C(C)(C)O (Isopropanol), C(C)(C)O (Isopropanol), O (H2O). Run at time 24 hour. Yields the product COC(=O)C1(CCCC1)CCC=O (1-(3-Oxo-propyl)cyclopentanecarboxylic acid methyl ester). Yield: 57.0%. As a reaction SMILES: [CH3:1][O:2][C:3]([C:5]1([CH2:10][CH2:11][CH:12]=C)[CH2:9][CH2:8][CH2:7][CH2:6]1)=[O:4].I([O-])(=O)(=O)=[O:15].[Na+]>C(O)(C)C.O.[Os](=O)(=O)(=O)=O>[CH3:1][O:2][C:3]([C:5]1([CH2:10][CH2:11][CH:12]=[O:15])[CH2:9][CH2:8][CH2:7][CH2:6]1)=[O:4] |f:1.2|. Reported procedure: To a solution of 1-but-3-enyl-cyclopentanecarboxylic acid methyl ester (4 g, 21.5 mmol) in Isopropanol (35 mL) was added a solution of sodium periodate (10.1 g, 47.3 mmol) in H2O (35 mL) followed by the addition of osmium tetroxide (16 mg, 0.065 mmol). More Isopropanol (30 mL) and H2O (35 mL) were added and the resulting suspension was stirred for 24 hours and then poured onto ice/H2O (200 mL) and extracted with EtOAc (2×200 mL). The organic solutions were combined and dried over Na2SO4, filtere...